From a dataset of the Open Reaction Database (ORD), a public repository of structured organic reaction records. describe an organic reaction: reactants, conditions, products, and yield Starting materials: CCOC(=O)Cc1ccc(-c2ccc(-c3onc(C)c3NC(=O)OC(C)c3ccccc3C(F)(F)F)cc2)cc1, CO, [Li+], [OH-]. Product: Cc1noc(-c2ccc(-c3ccc(CC(=O)O)cc3)cc2)c1NC(=O)OC(C)c1ccccc1C(F)(F)F. As a reaction SMILES: [CH2:1]([CH3:2])[O:3][C:4]([CH2:5][c:6]1[cH:7][cH:8][c:9](-[c:12]2[cH:13][cH:14][c:15](-[c:18]3[c:19]([NH:24][C:25](=[O:26])[O:27][CH:28]([CH3:29])[c:30]4[c:31]([C:36]([F:37])([F:38])[F:39])[cH:32][cH:33][cH:34][cH:35]4)[c:20]([CH3:23])[n:21][o:22]3)[cH:16][cH:17]2)[cH:10][cH:11]1)=[O:40].[CH3:43][OH:44].[Li+:41].[OH-:42]>>[O:3]=[C:4]([CH2:5][c:6]1[cH:7][cH:8][c:9](-[c:12]2[cH:13][cH:14][c:15](-[c:18]3[c:19]([NH:24][C:25](=[O:26])[O:27][CH:28]([CH3:29])[c:30]4[c:31]([C:36]([F:37])([F:38])[F:39])[cH:32][cH:33][cH:34][cH:35]4)[c:20]([CH3:23])[n:21][o:22]3)[cH:16][cH:17]2)[cH:10][cH:11]1)[OH:40]. Reactants: C(C1=CC=CC=C1)OC1=CC=C(C=C1)N1C(N(C=2C1=NC=CC2)C(C)C)=O (3-[4-(benzyloxy)phenyl]-1-(1-methylethyl)-1,3-dihydro-2H-imidazo[4,5-b]pyridin-2-one). The reagents and catalysts are [Pd] (Pd—C). Solvent: CCO (EtOH). Conditions: time 5 hour. Product: OC1=CC=C(C=C1)N1C(N(C=2C1=NC=CC2)C(C)C)=O (3-(4-hydroxyphenyl)-1-(1-methylethyl)-1,3-dihydro-2H-imidazo[4,5-b]pyridin-2-one). Isolated yield 59.6%. Reaction SMILES: C([O:8][C:9]1[CH:14]=[CH:13][C:12]([N:15]2[C:19]3=[N:20][CH:21]=[CH:22][CH:23]=[C:18]3[N:17]([CH:24]([CH3:26])[CH3:25])[C:16]2=[O:27])=[CH:11][CH:10]=1)C1C=CC=CC=1>CCO.[Pd]>[OH:8][C:9]1[CH:10]=[CH:11][C:12]([N:15]2[C:19]3=[N:20][CH:21]=[CH:22][CH:23]=[C:18]3[N:17]([CH:24]([CH3:25])[CH3:26])[C:16]2=[O:27])=[CH:13][CH:14]=1. Procedure details: A mixture of 3-[4-(benzyloxy)phenyl]-1-(1-methylethyl)-1,3-dihydro-2H-imidazo[4,5-b]pyridin-2-one (1.5 g) and 10% Pd—C (0.444 g) in EtOH (40 mL) was hydrogenated under balloon pressure at room temperature for 5 h. The catalyst was removed by filtration and the filtrate was concentrated in vacuo to give 3-(4-hydroxyphenyl)-1-(1-methylethyl)-1,3-dihydro-2H-imidazo[4,5-b]pyridin-2-one (670 mg) as a light brown solid. Starting materials: ClC1=NN2C(=NN=C(C2=O)C)C=C1 (7-chloro-3-methyl-4-oxo-4H-pyridazino[6,1-c][1,2,4]triazine), C(C)NCC(C)O (ethyl-(2-hydroxypropyl)amine). Run in C1(=CC=CC=C1)C (toluene). Run at temperature 60 celsius, time 3 hour. The product is Cl.Cl.C(C)N(C=1N=NC(=CC1)NN)CC(C)O (3-[ethyl-(2-hydroxypropyl)amino]-6-hydrazinopyridazine dihydrochloride). Yield: 288.2%. RXN SMILES: [Cl:1][C:2]1[CH:13]=[CH:12][C:5]2=[N:6][N:7]=C(C)C(=O)[N:4]2[N:3]=1.[CH2:14]([NH:16][CH2:17][CH:18]([OH:20])[CH3:19])[CH3:15]>C1(C)C=CC=CC=1>[ClH:1].[ClH:1].[CH2:14]([N:16]([CH2:17][CH:18]([OH:20])[CH3:19])[C:2]1[N:3]=[N:4][C:5]([NH:6][NH2:7])=[CH:12][CH:13]=1)[CH3:15] |f:3.4.5|. Procedure: A solution comprising 480 mg 7-chloro-3-methyl-4-oxo-4H-pyridazino[6,1-c][1,2,4]triazine and 510 mg ethyl-(2-hydroxypropyl)amine in 10 ml toluene is heated to reflux for two hours, toluene is removed by evaporation, the remaining part if taken up with acetone, filtered, and the filtrate concentrated to a small volume. After cooling, 400 mg 7-[ethyl-(2-hydroxypropyl)amino]-3-methyl-4-oxo-4H-pyridazino[6,1-c][1, 2,4]triazine are collected under a vacuum, which melts at 140°-145° C. 1.3 grams 7-[et...